Dataset: the Open Reaction Database (ORD), a public repository of structured organic reaction records. Task: describe an organic reaction: reactants, conditions, products, and yield Starting materials: Cl.C(C)OC(CNCC1=CC(=C(C=C1)OC)Br)OCC (N-(3-bromo4-methoxybenzyl)aminoacetaldehyde diethyl acetal hydrochloride), C(#N)[S-].[K+] (KSCN), C(C)O (ethanol), Cl (HCl). The solvent is O (H2O). Yields the product BrC=1C=C(CN2C(=NC=C2)S)C=CC1OC (1-(3-bromo-4-methoxybenzyl)-2-mercaptoimidazole). Reaction SMILES: Cl.C(O[CH:5](OCC)[CH2:6][NH:7][CH2:8][C:9]1[CH:14]=[CH:13][C:12]([O:15][CH3:16])=[C:11]([Br:17])[CH:10]=1)C.[C:21]([S-:23])#[N:22].[K+].C(O)C.Cl>O>[Br:17][C:11]1[CH:10]=[C:9]([CH:14]=[CH:13][C:12]=1[O:15][CH3:16])[CH2:8][N:7]1[CH:6]=[CH:5][N:22]=[C:21]1[SH:23] |f:0.1,2.3|. Procedure details: A solution of 10.74 g (.029 mole) of N-(3-bromo4-methoxybenzyl)aminoacetaldehyde diethyl acetal hydrochloride and 3.37 g (0.35 mole) of KSCN in 50 ml of H20, 50 ml of ethanol and 5 ml of 3N HCl was refluxed for 4.5 hours. One hundred ml of H2O was added and the mixture was cooled. A solid was filtered, washed with H2O and dried. Recrystallization from ethanol gave 1-(3-bromo-4-methoxybenzyl)-2-mercaptoimidazole, 6.3 g (72%), mp 188°. The reactants are CC(O)Cn1c(=O)c(Oc2ccc(F)cc2F)cc2cnc(S(C)(=O)=O)nc21, CC(N)CO, C1CCOC1. Yields the product CC(O)Cn1c(=O)c(Oc2ccc(F)cc2F)cc2cnc(NC(C)CO)nc21. As a reaction SMILES: [F:1][c:2]1[c:3]([O:4][c:5]2[cH:6][c:7]3[c:8]([n:9][c:10]([S:13]([CH3:14])(=[O:15])=[O:16])[n:11][cH:12]3)[n:17]([CH2:20][CH:21]([CH3:22])[OH:23])[c:18]2=[O:19])[cH:24][cH:25][c:26]([F:28])[cH:27]1.[NH2:29][CH:30]([CH2:31][OH:32])[CH3:33].[O:34]1[CH2:35][CH2:36][CH2:37][CH2:38]1>>[F:1][c:2]1[c:3]([O:4][c:5]2[cH:6][c:7]3[c:8]([n:9][c:10]([NH:29][CH:30]([CH2:31][OH:32])[CH3:33])[n:11][cH:12]3)[n:17]([CH2:20][CH:21]([CH3:22])[OH:23])[c:18]2=[O:19])[cH:24][cH:25][c:26]([F:28])[cH:27]1.